From a dataset of the Open Reaction Database (ORD), a public repository of structured organic reaction records. describe an organic reaction: reactants, conditions, products, and yield Reactants: ClC1=CC=C2C(=NN(C2=C1)COCC[Si](C)(C)C)NC(CCC)=O (N-[6-chloro-1-[[2-(trimethylsilyl)ethoxy]methyl]-1H-indazol-3-yl]butanamide), [F-].[Cs+] (caesium fluoride), C12CCCC(CCC1)B2 (9-borabicyclo[3.3.1]nonane), C=CC1=CC=CC=C1 (styrene), [OH-].[Na+] (sodium hydroxide). The reagents and catalysts are C(C)(=O)[O-].[Pd+2].C(C)(=O)[O-] (palladium acetate), C1(CCCCC1)P(C1=C(C=CC=C1)C1=C(C=CC=C1)N(C)C)C1CCCCC1 (2-dicyclohexylphosphino-2′-(N,N-dimethylamino)biphenyl). Run in O1CCOCC1 (dioxane), C(C)(=O)OCC (ethyl acetate), O (water). Run at temperature 75 celsius. Product: C1(=CC=CC=C1)CCC1=CC=C2C(=NN(C2=C1)COCC[Si](C)(C)C)NC(CCC)=O (N-[6-(2-phenylethyl)-1-[[2-(trimethylsilyl)ethoxy]methyl]-1H-indazol-3-yl]butanamide). RXN SMILES: C12BC(CCC1)CCC2.[CH2:10]=[CH:11][C:12]1[CH:17]=[CH:16][CH:15]=[CH:14][CH:13]=1.[OH-].[Na+].Cl[C:21]1[CH:29]=[C:28]2[C:24]([C:25]([NH:38][C:39](=[O:43])[CH2:40][CH2:41][CH3:42])=[N:26][N:27]2[CH2:30][O:31][CH2:32][CH2:33][Si:34]([CH3:37])([CH3:36])[CH3:35])=[CH:23][CH:22]=1.[F-].[Cs+]>O1CCOCC1.C([O-])(=O)C.[Pd+2].C([O-])(=O)C.C1(P(C2CCCCC2)C2C=CC=CC=2C2C=CC=CC=2N(C)C)CCCCC1.C(OCC)(=O)C.O>[C:12]1([CH2:11][CH2:10][C:21]2[CH:29]=[C:28]3[C:24]([C:25]([NH:38][C:39](=[O:43])[CH2:40][CH2:41][CH3:42])=[N:26][N:27]3[CH2:30][O:31][CH2:32][CH2:33][Si:34]([CH3:37])([CH3:35])[CH3:36])=[CH:23][CH:22]=2)[CH:17]=[CH:16][CH:15]=[CH:14][CH:13]=1 |f:2.3,5.6,8.9.10|. Reported procedure: 27.2 cm3 of 9-borabicyclo[3.3.1]nonane are added by syringe to a solution of 0.8 cm3 of styrene in 35 cm3 of dioxane and the mixture is heated at 75° C. for 1 hour. 5.5 cm3 of 5N sodium hydroxide are added to the cooled solution, followed by successive addition of 1 g of N-[6-chloro-1-[[2-(trimethylsilyl)ethoxy]methyl]-1H-indazol-3-yl]butanamide prepared in Example 25, 1.2 g of caesium fluoride, 32.2 mg of 2-dicyclohexylphosphino-2′-(N,N-dimethylamino)biphenyl and 12.3 mg of palladium acetate, a... The reactants are FC1=C(C=CC=C1)CC(=O)OC (methyl 2-fluorophenylacetate), FC=1C(=NC=C(C1)F)C(=O)Cl (3,5-Difluoropyridine-2-carbonyl chloride), [Cl-].[NH4+] (ammonium chloride), C[Si]([N-][Si](C)(C)C)(C)C.[Li+] (lithium hexamethyldisilazide). Run in C1CCOC1 (THF), O (water), C1CCOC1 (THF), C1CCOC1 (THF). Conditions: temperature -78 celsius, time 1 hour. Yields the product FC=1C(=NC=C(C1)F)C(C(C(=O)OC)C1=C(C=CC=C1)F)=O (Methyl 3-(3,5-difluoropyridin-2-yl)-2-(2-fluorophenyl)-3-oxopropanoate). As a reaction SMILES: C[Si](C)(C)[N-][Si](C)(C)C.[Li+].[F:11][C:12]1[CH:17]=[CH:16][CH:15]=[CH:14][C:13]=1[CH2:18][C:19]([O:21][CH3:22])=[O:20].[F:23][C:24]1[C:25]([C:31](Cl)=[O:32])=[N:26][CH:27]=[C:28]([F:30])[CH:29]=1.[Cl-].[NH4+]>C1COCC1.O>[F:23][C:24]1[C:25]([C:31](=[O:32])[CH:18]([C:13]2[CH:14]=[CH:15][CH:16]=[CH:17][C:12]=2[F:11])[C:19]([O:21][CH3:22])=[O:20])=[N:26][CH:27]=[C:28]([F:30])[CH:29]=1 |f:0.1,4.5|. Procedure: 21.4 ml (21.4 mmol) of lithium hexamethyldisilazide (1.0 M in THF) were initially charged in THF (30 ml) under argon and a solution of 3.00 g (17.8 mmol) of methyl 2-fluorophenylacetate in THF (15 ml) was added dropwise at −78° C. The reaction mixture was stirred at −78° C. for 1 h, and then a solution of 3.80 g (21.4 mmol) of the compound from Example 12A in THF (15 ml) was added dropwise. The solution was stirred at −78° C. for 1 h, then brought to RT, and saturated aqueous ammonium chloride s... Reactants: C(C)O (ethanol), C1N2CN3CN1CN(C2)C3 (hexamethylenetetramine), ClCC(=O)NC1=C(C(=O)C2=CC=CC=C2)C=CC=C1 (2-Chloroacetamidobenzophenone), N (ammonia), N (ammonia). The solvent is C(Cl)(Cl)Cl (chloroform). Reaction conditions: time 3 hour. Product: C1(=CC=CC=C1)C1=NCC(NC2=C1C=CC=C2)=O (1,3-dihydro-5-phenyl-2H-1,4-benzodiazepin-2-one). Isolated yield 84.6%. RXN SMILES: C(O)C.C1N2CN3CN(C2)C[N:5]1C3.N.Cl[CH2:16][C:17]([NH:19][C:20]1[CH:33]=[CH:32][CH:31]=[CH:30][C:21]=1[C:22]([C:24]1[CH:29]=[CH:28][CH:27]=[CH:26][CH:25]=1)=O)=[O:18]>C(Cl)(Cl)Cl>[C:24]1([C:22]2[C:21]3[CH:30]=[CH:31][CH:32]=[CH:33][C:20]=3[NH:19][C:17](=[O:18])[CH2:16][N:5]=2)[CH:29]=[CH:28][CH:27]=[CH:26][CH:25]=1. Reported procedure: A mixture of ethanol (300 ml) and hexamethylenetetramine (20 g., 0.143 mol) was stirred, heated to reflux, and saturated with ammonia. 2-Chloroacetamidobenzophenone (18.1 g., 0.066 mol) was added in small increments over 3 to 4 hours while a steady stream of ammonia was bubbled into the reaction mixture. Refluxing was continued for 3 hours after complete addition of 2-chloroacetamidobenzophenone. The flow of ammonia was interrupted and the ethanol removed by distillation in vacuo. The residue ob... Starting materials: COc1ccc(C(C)=CBr)cc1F, CC1c2[nH]c3ccc(Cl)cc3c2CCN1C, [Cu]I, [K+], [K+], [K+], CN(C)C=O, O=C(O)C1CCCN1, O=P([O-])([O-])[O-]. Product: COc1ccc(C(C)=Cn2c3c(c4cc(Cl)ccc42)CCN(C)C3C)cc1F. Reaction SMILES: [Br:33][CH:34]=[C:35]([CH3:36])[c:37]1[cH:38][c:39]([F:45])[c:40]([O:43][CH3:44])[cH:41][cH:42]1.[Cl:1][c:2]1[cH:3][c:4]2[c:5]3[c:6]([nH:7][c:8]2[cH:9][cH:10]1)[CH:11]([CH3:16])[N:12]([CH3:15])[CH2:13][CH2:14]3.[Cu:51][I:52].[K+:30].[K+:31].[K+:32].[O:46]=[CH:47][N:48]([CH3:49])[CH3:50].[OH:17][C:18]([CH:19]1[NH:20][CH2:21][CH2:22][CH2:23]1)=[O:24].[P:25]([O-:26])([O-:27])([O-:28])=[O:29]>>[Cl:1][c:2]1[cH:3][c:4]2[c:5]3[c:6]([n:7]([CH:34]=[C:35]([CH3:36])[c:37]4[cH:38][c:39]([F:45])[c:40]([O:43][CH3:44])[cH:41][cH:42]4)[c:8]2[cH:9][cH:10]1)[CH:11]([CH3:16])[N:12]([CH3:15])[CH2:13][CH2:14]3. Reactants: CCC(OS(C)(=O)=O)C(N)=O, O=C([O-])[O-], CCOC(=O)CCCN, CC#N, [Cs+], [Cs+]. Product: CCOC(=O)CCCNC(CC)C(N)=O. Reaction SMILES: [C:16]([NH2:17])(=[O:18])[CH:19]([CH2:20][CH3:21])[O:22][S:23]([CH3:24])(=[O:25])=[O:26].[C:1](=[O:2])([O-:3])[O-:4].[CH2:7]([CH3:8])[O:9][C:10]([CH2:11][CH2:12][CH2:13][NH2:14])=[O:15].[CH3:27][C:28]#[N:29].[Cs+:5].[Cs+:6]>>[CH2:7]([CH3:8])[O:9][C:10]([CH2:11][CH2:12][CH2:13][NH:14][CH:19]([C:16]([NH2:17])=[O:18])[CH2:20][CH3:21])=[O:15]. The reactants are CC(=O)OC(C)=O, CCCCC(=O)Nc1ccc(Cl)cc1C(=O)OC, O, O=[N+]([O-])O. The product is CCCCC(=O)Nc1c(C(=O)OC)cc(Cl)cc1[N+](=O)[O-]. Reaction SMILES: [CH3:24][C:25]([O:26][C:27](=[O:28])[CH3:29])=[O:30].[Cl:1][c:2]1[cH:3][cH:4][c:5]([NH:12][C:13]([CH2:14][CH2:15][CH2:16][CH3:17])=[O:18])[c:6]([C:7](=[O:8])[O:9][CH3:10])[cH:11]1.[OH2:23].[OH:19][N+:20]([O-:21])=[O:22]>>[Cl:1][c:2]1[cH:3][c:4]([N+:20](=[O:19])[O-:21])[c:5]([NH:12][C:13]([CH2:14][CH2:15][CH2:16][CH3:17])=[O:18])[c:6]([C:7](=[O:8])[O:9][CH3:10])[cH:11]1. Starting materials: BrC(c1ccccc1)c1ccccc1, CN(C)C=O, CCOC(C)=O, [H-], [Na+], O=C1Nc2cc3c(cc2C1=O)OCCO3, O. Yields the product O=C1C(=O)N(C(c2ccccc2)c2ccccc2)c2cc3c(cc21)OCCO3. RXN SMILES: [Br:18][CH:19]([c:20]1[cH:21][cH:22][cH:23][cH:24][cH:25]1)[c:26]1[cH:27][cH:28][cH:29][cH:30][cH:31]1.[CH3:32][N:33]([CH3:34])[CH:35]=[O:36].[CH3:38][CH2:39][O:40][C:41](=[O:42])[CH3:43].[H-:16].[Na+:17].[O:1]1[CH2:2][CH2:3][O:4][c:5]2[c:6]1[cH:7][c:8]1[c:12]([cH:13]2)[NH:11][C:10](=[O:14])[C:9]1=[O:15].[OH2:37]>>[O:1]1[CH2:2][CH2:3][O:4][c:5]2[c:6]1[cH:7][c:8]1[c:12]([cH:13]2)[N:11]([CH:19]([c:20]2[cH:21][cH:22][cH:23][cH:24][cH:25]2)[c:26]2[cH:27][cH:28][cH:29][cH:30][cH:31]2)[C:10](=[O:14])[C:9]1=[O:15]. The reactants are CCI, CCOC(=O)c1cc2c(Cl)c(Cl)ccc2[nH]1, CCOC(C)=O, [H-], [Na+], CN(C)C=O. Yields the product CCOC(=O)c1cc2c(Cl)c(Cl)ccc2n1CC. Reaction SMILES: [CH2:19]([CH3:20])[I:21].[CH2:1]([CH3:2])[O:3][C:4](=[O:5])[c:6]1[nH:7][c:8]2[cH:9][cH:10][c:11]([Cl:16])[c:12]([Cl:15])[c:13]2[cH:14]1.[CH3:27][CH2:28][O:29][C:30]([CH3:31])=[O:32].[H-:18].[Na+:17].[O:22]=[CH:23][N:24]([CH3:25])[CH3:26]>>[CH2:1]([CH3:2])[O:3][C:4](=[O:5])[c:6]1[n:7]([CH2:19][CH3:20])[c:8]2[cH:9][cH:10][c:11]([Cl:16])[c:12]([Cl:15])[c:13]2[cH:14]1.